This data is from the Open Reaction Database (ORD), a public repository of structured organic reaction records. The task is: describe an organic reaction: reactants, conditions, products, and yield Reactants: FC(C=1N=C2SC=CN2C1)(F)F (6-trifluoromethyl-imidazo[2,1-b]thiazole), O=P(Cl)(Cl)Cl (POCl3), CN(C)C=O (DMF), Cl(=O)[O-].[Na+] (sodium chlorite), O.O.P(=O)(O)(O)[O-].[Na+] (sodium dihydrogen phosphate dihydrate). The solvent is C(Cl)(Cl)Cl (chloroform), C(C)(C)(C)O (tert.-butanol), C(Cl)(Cl)Cl (chloroform), O (water). Run at time 3 hour. Yields the product FC(C=1N=C2SC=CN2C1C(=O)O)(F)F (6-trifluoromethyl-imidazo[2,1-b]thiazole-5-carboxylic Acid). As a reaction SMILES: O=P(Cl)(Cl)Cl.CN([CH:9]=[O:10])C.[F:11][C:12]([F:22])([F:21])[C:13]1[N:14]=[C:15]2[N:19]([CH:20]=1)[CH:18]=[CH:17][S:16]2.Cl([O-])=[O:24].[Na+].O.O.P([O-])(O)(O)=O.[Na+]>C(Cl)(Cl)Cl.C(O)(C)(C)C.O>[F:22][C:12]([F:21])([F:11])[C:13]1[N:14]=[C:15]2[N:19]([C:20]=1[C:9]([OH:10])=[O:24])[CH:18]=[CH:17][S:16]2 |f:3.4,5.6.7.8|. Procedure details: At 0° C. POCl3 (17.1 mmol) is added dropwise to a solution of DMF (20.6 mmol) in chloroform (5.0 mL). A solution of 6-trifluoromethyl-imidazo[2,1-b]thiazole (3.17 mmol) in chloroform (15 mL) is added dropwise at 0° C. and the mixture is stirred for 3 h at RT. After heating for 2.5 d to reflux the mixture is poured into ice, extracted three times with DCM, dried over MgSO4 and concentrated under reduced pressure. DCM is added, the obtained precipitate is filtered off and the filtrate is concentra... Starting materials: C(C)(=O)OC1(CCC2C3C[C@@H](C4=CC(C=C[C@@]4(C3=CC[C@]12C)C)=O)C)C(CO)=O ((6S,10R,13S)-17-(2-hydroxyacetyl)-6,10,13-trimethyl-3-oxo-6,7,8,10,12,13,14,15,16,17-decahydro-3H-cyclopenta[a]phenanthren-17-yl acetate), C([O-])([O-])=O.[K+].[K+] (potassium carbonate), CN(C=O)C (dimethyl formamide). Product: C(C)(=O)OCC(C1=CCC2C3C[C@@H](C4=CC(C=C[C@@]4(C3=CC[C@]12C)C)=O)C)=O (2-oxo-2-((6S,10R,13S)-6,10,13-trimethyl-3-oxo-6,7,8,10,12,13,14,15-octahydro-3H-cyclopenta[a]phenanthren-17-yl)ethyl acetate). Reaction SMILES: C(O[C:5]1([C:26](=[O:29])[CH2:27]O)[C@:21]2([CH3:22])[CH:8]([CH:9]3[C:18](=[CH:19][CH2:20]2)[C@:17]2([CH3:23])[C:12](=[CH:13][C:14](=[O:24])[CH:15]=[CH:16]2)[C@@H:11]([CH3:25])[CH2:10]3)[CH2:7][CH2:6]1)(=O)C.[C:30](=[O:33])([O-])[O-:31].[K+].[K+].[CH3:36]N(C)C=O>>[C:30]([O:31][CH2:27][C:26](=[O:29])[C:5]1[C@:21]2([CH3:22])[CH:8]([CH:9]3[C:18](=[CH:19][CH2:20]2)[C@:17]2([CH3:23])[C:12](=[CH:13][C:14](=[O:24])[CH:15]=[CH:16]2)[C@@H:11]([CH3:25])[CH2:10]3)[CH2:7][CH:6]=1)(=[O:33])[CH3:36] |f:1.2.3|. Reported procedure: (6S,10R,13S)-17-(2-hydroxyacetyl)-6,10,13-trimethyl-3-oxo-6,7,8,10,12,13,14,15,16,17-decahydro-3H-cyclopenta[a]phenanthren-17-yl acetate is heated with 2 equivalents of potassium carbonate in dimethyl formamide. Standard aqueous workup yields the title compound. Reaction SMILES: [NH2:15][C:16]([NH2:17])=[O:18].[S:19](=[O:20])(=[O:21])([OH:22])[OH:23].[cH:24]1[cH:25][cH:26][cH:27][cH:28][cH:29]1.[o:1]1[cH:2][c:3]([C:12](=[O:13])[Cl:14])[c:4](=[O:11])[c:5]2[cH:6][cH:7][cH:8][cH:9][c:10]12>>[o:1]1[cH:2][c:3]([C:12](=[O:13])[NH:15][C:16]([NH2:17])=[O:18])[c:4](=[O:11])[c:5]2[cH:6][cH:7][cH:8][cH:9][c:10]12. The reactants are NC(N)=O, O=S(=O)(O)O, c1ccccc1, O=C(Cl)c1coc2ccccc2c1=O. Yields the product NC(=O)NC(=O)c1coc2ccccc2c1=O. Reactants: C(C)(C)(C)OC(=O)N[C@H](CCSC)C(=O)O (t-butoxycarbonyl-D-methionine), COC(CN)=O (glycine methyl ester). Product: COC(CNC([C@H](NC(=O)OC(C)(C)C)CCSC)=O)=O (t-butoxycarbonyl-D-methionylglycine methyl ester). Reaction SMILES: [C:1]([O:5][C:6]([NH:8][C@@H:9]([C:14]([OH:16])=O)[CH2:10][CH2:11][S:12][CH3:13])=[O:7])([CH3:4])([CH3:3])[CH3:2].[CH3:17][O:18][C:19](=[O:22])[CH2:20][NH2:21]>>[CH3:17][O:18][C:19](=[O:22])[CH2:20][NH:21][C:14](=[O:16])[C@@H:9]([CH2:10][CH2:11][S:12][CH3:13])[NH:8][C:6]([O:5][C:1]([CH3:2])([CH3:3])[CH3:4])=[O:7]. Procedure details: The title compound was prepared by the general method of Example 1 using 198 g (0.79 mole) of t-butoxycarbonyl-D-methionine (Boc-D-Met) and 99.5 g (0.79 mole) glycine methyl ester (Gly-OMe) hydrochloride. The title compound was isolated as an analytically pure solid without further purification. The reactants are BrC=1C(=C(C(=O)OCC)C(=CC1)C(Br)Br)OC (ethyl 3-bromo-6-(dibromomethyl)-2-methoxybenzoate), BrC=1C(=C(C(=O)OCC)C(=CC1)C(Br)Br)OC (ethyl 3-bromo-6-(dibromomethyl)-2-methoxybenzoate), C([O-])(O)=O.[Na+] (sodium bicarbonate), ClC1=CC=C(C=C1)S(=O)[O-].[Na+] (sodium 4-chlorobenzenesulphinate). The solvent is O (water), CC(=O)N(C)C (dimethylacetamide), O (water), O (water). Reaction conditions: temperature 90 celsius. Yields the product ClC1=CC=C(C=C1)S(=O)(=O)CC1=CC=C(C(=C1C(=O)OCC)OC)Br (ethyl 6-(4-chlorobenzenesulphonylmethyl)-3-bromo-2-methoxy-benzoate). The yield is 57.7%. Reaction SMILES: [Br:1][C:2]1[C:3]([O:16][CH3:17])=[C:4]([C:10]([CH:13](Br)Br)=[CH:11][CH:12]=1)[C:5]([O:7][CH2:8][CH3:9])=[O:6].C(=O)(O)[O-].[Na+].[Cl:23][C:24]1[CH:29]=[CH:28][C:27]([S:30]([O-:32])=[O:31])=[CH:26][CH:25]=1.[Na+]>CC(N(C)C)=O.O>[Cl:23][C:24]1[CH:29]=[CH:28][C:27]([S:30]([CH2:13][C:10]2[C:4]([C:5]([O:7][CH2:8][CH3:9])=[O:6])=[C:3]([O:16][CH3:17])[C:2]([Br:1])=[CH:12][CH:11]=2)(=[O:32])=[O:31])=[CH:26][CH:25]=1 |f:1.2,3.4|. Reported procedure: A mixture of ethyl 3-bromo-6-(dibromomethyl)-2-methoxybenzoate (Intermediate 88, 0.25 g), sodium bicarbonate (0.122 g) and sodium 4-chlorobenzenesulphinate (0.29 g) in dimethylacetamide (4 ml) and water (1 ml) was stirred and heated at 90° C. for 5 hours. After cooling, the mixture was diluted with water and loaded onto a water washed C-18 column which was then flushed with water and eluted with DCM and ethyl acetate. The organic eluent was dried (MgSO4) and filtered. The filtrate was evaporated... Starting materials: COC=1C=C(C=O)C=CC1OC(=O)NC (3-methoxy-4-(methylaminocarbonyloxy)benzaldehyde), [N+](=O)([O-])C1=C(C=CC=C1)N1CCNCC1 (1-(2-nitrophenyl)piperazine), ClCCCl (1,2-dichloroethane), ClCCCl (1,2-dichloroethane), C([O-])([O-])=O.[Na+].[Na+] (sodium carbonate), C(C)(=O)O[BH-](OC(C)=O)OC(C)=O.[Na+] (sodium triacetoxyborohydride). The product is Cl.COC=1C=C(C=CC1OC(=O)NC)CN1CCN(CC1)C1=C(C=CC=C1)[N+](=O)[O-] (1-[[3-Methoxy-4-(methylaminocarbonyloxy)phenyl]methyl]-4-(2-nitrophenyl)piperazine Hydrochloride). Yield: 68.0%. RXN SMILES: [CH3:1][O:2][C:3]1[CH:4]=[C:5]([CH:8]=[CH:9][C:10]=1[O:11][C:12]([NH:14][CH3:15])=[O:13])[CH:6]=O.[N+:16]([C:19]1[CH:24]=[CH:23][CH:22]=[CH:21][C:20]=1[N:25]1[CH2:30][CH2:29][NH:28][CH2:27][CH2:26]1)([O-:18])=[O:17].C(O[BH-](OC(=O)C)OC(=O)C)(=O)C.[Na+].C(=O)([O-])[O-].[Na+].[Na+].[Cl:51]CCCl>>[ClH:51].[CH3:1][O:2][C:3]1[CH:4]=[C:5]([CH2:6][N:28]2[CH2:29][CH2:30][N:25]([C:20]3[CH:21]=[CH:22][CH:23]=[CH:24][C:19]=3[N+:16]([O-:18])=[O:17])[CH2:26][CH2:27]2)[CH:8]=[CH:9][C:10]=1[O:11][C:12]([NH:14][CH3:15])=[O:13] |f:2.3,4.5.6,8.9|. Procedure details: To a solution of 3-methoxy-4-(methylaminocarbonyloxy)benzaldehyde (0.60 g) in 1,2-dichloroethane (6 ml) was added 1-(2-nitrophenyl)piperazine(0.60 g) in 1,2-dichloroethane (5.5 ml), followed by sodium triacetoxyborohydride (0.92 g), with stirring. The reaction mixture was stirred for 6 hrs at ambient temperature, poured into saturated sodium carbonate solution (75 ml) and extracted with dichloromethane. The combined organic layers were washed with water and brine, dried over anhydrous sodium sul... Reactants: CO, [Na+], [OH-], O, COC(=O)n1ncc2c(NC(=O)NCc3cccc4ccccc34)cccc21. Product: O=C(NCc1cccc2ccccc12)Nc1cccc2[nH]ncc12. Reaction SMILES: [CH3:31][OH:32].[Na+:30].[OH-:29].[OH2:33].[c:1]1([CH2:11][NH:12][C:13](=[O:14])[NH:15][c:16]2[c:17]3[cH:18][n:19][n:20]([C:25]([O:26][CH3:27])=[O:28])[c:21]3[cH:22][cH:23][cH:24]2)[cH:2][cH:3][cH:4][c:5]2[cH:6][cH:7][cH:8][cH:9][c:10]12>>[c:1]1([CH2:11][NH:12][C:13](=[O:14])[NH:15][c:16]2[c:17]3[cH:18][n:19][nH:20][c:21]3[cH:22][cH:23][cH:24]2)[cH:2][cH:3][cH:4][c:5]2[cH:6][cH:7][cH:8][cH:9][c:10]12. Starting materials: CCOC(=O)C1CCN(C(=O)OC(C)(C)C)CC1, C1CCOC1, CCCCCC, CCOC(C)=O, [Li]CCCC, CC(C)NC(C)C, O. The product is CCOC(=O)C1(O)CCN(C(=O)OC(C)(C)C)CC1. As a reaction SMILES: [C:19]([CH3:20])([CH3:21])([CH3:22])[O:23][C:24](=[O:25])[N:26]1[CH2:27][CH2:28][CH:29]([C:32](=[O:33])[O:34][CH2:35][CH3:36])[CH2:30][CH2:31]1.[CH2:38]1[O:39][CH2:40][CH2:41][CH2:42]1.[CH3:13][CH2:14][CH2:15][CH2:16][CH2:17][CH3:18].[CH3:43][CH2:44][O:45][C:46](=[O:47])[CH3:48].[CH3:8][CH2:9][CH2:10][CH2:11][Li:12].[CH:1]([NH:2][CH:3]([CH3:4])[CH3:5])([CH3:6])[CH3:7].[OH2:37]>>[C:19]([CH3:20])([CH3:21])([CH3:22])[O:23][C:24](=[O:25])[N:26]1[CH2:27][CH2:28][C:29]([C:32](=[O:33])[O:34][CH2:35][CH3:36])([OH:37])[CH2:30][CH2:31]1.